Dataset: the Open Reaction Database (ORD), a public repository of structured organic reaction records. Task: describe an organic reaction: reactants, conditions, products, and yield Starting materials: BrC1=C(C=C(C(=C1)[N+](=O)[O-])F)C (1-bromo-4-fluoro-2-methyl-5-nitrobenzene), [H][H] (hydrogen), [H][H] (hydrogen). The reagents and catalysts are [Ni] (Raney Nickel). The solvent is C(C)O (ethanol). Product: BrC=1C(=CC(=C(N)C1)F)C (5-Bromo-2-fluoro-4-methylaniline). Yield: 63.2%. Reaction SMILES: [Br:1][C:2]1[CH:7]=[C:6]([N+:8]([O-])=O)[C:5]([F:11])=[CH:4][C:3]=1[CH3:12].[H][H]>[Ni].C(O)C>[Br:1][C:2]1[C:3]([CH3:12])=[CH:4][C:5]([F:11])=[C:6]([CH:7]=1)[NH2:8]. Reported procedure: Combine crude 1-bromo-4-fluoro-2-methyl-5-nitrobenzene (32.4 g, 138 mmol), ethanol (100 mL) and Raney Nickel (1.00 g, 17.04 mmol) in a shaker flask. Charge the flask with hydrogen (275 kPa) and agitate until the absorption of hydrogen ceases. De-pressurize the reaction vessel, remove the catalyst by filtration, and evaporate the filtrate to dryness. Add MTBE, then filter again and evaporate the filtrate. Stir residue in hexanes. Collect the solids by filtration, wash with cold hexanes and dry in... Reaction SMILES: [Br:28][c:29]1[cH:30][n:31][c:32]([C:34]2([OH:38])[CH2:35][CH2:36][CH2:37]2)[s:33]1.[CH3:20][C:21]([OH:22])([C:23]([CH3:24])([OH:25])[CH3:26])[CH3:27].[CH3:50][CH2:51][O:52][C:53](=[O:54])[CH3:55].[Cl:1][c:2]1[cH:3][c:4]([B:11]2[O:12][C:13]([CH3:14])([CH3:15])[C:16]([CH3:17])([CH3:18])[O:19]2)[cH:5][c:6]([N+:8](=[O:9])[O-:10])[cH:7]1.[Na+:39].[Na+:40].[O-:41][C:42](=[O:43])[O-:44].[O:45]=[CH:46][N:47]([CH3:48])[CH3:49].[OH2:56]>>[Cl:1][c:2]1[cH:3][c:4](-[c:29]2[cH:30][n:31][c:32]([C:34]3([OH:38])[CH2:35][CH2:36][CH2:37]3)[s:33]2)[cH:5][c:6]([N+:8](=[O:9])[O-:10])[cH:7]1. Yields the product O=[N+]([O-])c1cc(Cl)cc(-c2cnc(C3(O)CCC3)s2)c1. Reactants: OC1(c2ncc(Br)s2)CCC1, CC(C)(O)C(C)(C)O, CCOC(C)=O, CC1(C)OB(c2cc(Cl)cc([N+](=O)[O-])c2)OC1(C)C, [Na+], [Na+], O=C([O-])[O-], CN(C)C=O, O. The reactants are N#Cc1cccc2c3c(ccc12)N(C(=O)C(F)(F)F)CC3CCl, ClCCl, O=[N+]([O-])O. Yields the product N#Cc1cccc2c3c(cc([N+](=O)[O-])c12)N(C(=O)C(F)(F)F)CC3CCl. RXN SMILES: [Cl:1][CH2:2][CH:3]1[CH2:4][N:5]([C:18]([C:19]([F:20])([F:21])[F:22])=[O:23])[c:6]2[cH:7][cH:8][c:9]3[c:10]([c:11]21)[cH:12][cH:13][cH:14][c:15]3[C:16]#[N:17].[Cl:28][CH2:29][Cl:30].[OH:24][N+:25]([O-:26])=[O:27]>>[Cl:1][CH2:2][CH:3]1[CH2:4][N:5]([C:18]([C:19]([F:20])([F:21])[F:22])=[O:23])[c:6]2[cH:7][c:8]([N+:25](=[O:24])[O-:26])[c:9]3[c:10]([c:11]21)[cH:12][cH:13][cH:14][c:15]3[C:16]#[N:17]. RXN SMILES: C(O[C:4](=[O:19])[C@@H:5]([NH2:18])[C@@H:6]([C:8]1[CH:13]=[CH:12][C:11]([S:14]([CH3:17])(=[O:16])=[O:15])=[CH:10][CH:9]=1)[OH:7])C.[H-].[Al+3].[Li+].[H-].[H-].[H-].N[C@H:27]([CH2:40]O)[C@@H:28](C1C=CC(S(C)(=O)=O)=CC=1)O.COC(C)=C.O.C1(C)C=CC(S(O)(=O)=O)=CC=1>O1CCCC1.C1(C)C(C)=CC=CC=1.C(OCC)(=O)C>[CH3:28][C:27]1([CH3:40])[NH:18][C@H:5]([CH2:4][OH:19])[C@@H:6]([C:8]2[CH:9]=[CH:10][C:11]([S:14]([CH3:17])(=[O:15])=[O:16])=[CH:12][CH:13]=2)[O:7]1 |f:1.2.3.4.5.6,9.10|. Solvent: C(C)(=O)OCC (ethyl acetate), O1CCCC1 (tetrahydrofuran), C=1(C(=CC=CC1)C)C (xylene). Reactants: C(C)OC([C@H]([C@H](O)C1=CC=C(C=C1)S(=O)(=O)C)N)=O ((2S,3R)-Ethyl-2-amino-3-[4-(methylsulfonyl)phenyl]-3-hydroxy-propanoate), C(C)OC([C@H]([C@H](O)C1=CC=C(C=C1)S(=O)(=O)C)N)=O ((2S,3R)-Ethyl-2-amino-3-[4-(methylsulfonyl)phenyl]-3-hydroxy-propanoate), [H-].[Al+3].[Li+].[H-].[H-].[H-] (lithium aluminum hydride), N[C@@H]([C@H](O)C1=CC=C(C=C1)S(=O)(=O)C)CO ((1R,2R)-2-amino-1-[4-(methylsulfonyl)phenyl]-1,3-propandiol), N[C@@H]([C@H](O)C1=CC=C(C=C1)S(=O)(=O)C)CO ((1R,2R)-2-amino-1-[4-(methylsulfonyl)phenyl]-1,3-propandiol), COC(=C)C (2-methoxypropene), O.C1(=CC=C(C=C1)S(=O)(=O)O)C (p-toluenesulfonic acid monohydrate). Yields the product CC1(O[C@@H]([C@H](N1)CO)C1=CC=C(C=C1)S(=O)(=O)C)C ((4R,5R)-2,2-dimethyl-4-hydroxymethyl-5-[4-(methylsulfonyl)phenyl]-1,3-oxazolidine). Procedure: (2S,3R)-Ethyl-2-amino-3-[4-(methylsulfonyl)phenyl]-3-hydroxy-propanoate (Compound IV) (100 g, 0.3480 moles) in tetrahydrofuran (500 mL) reacts with lithium aluminum hydride (16.0 g, 0.4224 moles) over 4-8 hours at 60-70° C. to quantitatively yield (1R,2R)-2-amino-1-[4-methylsulfonyl)phenyl]-1,3-propandiol (Compound VII: R1 is methylsulfonyl) (85.36 g, 0.3480 moles). Addition of ethyl acetate (75 mL) destroys any excess lithium aluminum hydride. Addition of xylene (600 mL), 2-methoxypropene (37.6... Reactants: ClC1=C(C=NC2=CC(=C(C=C12)[N+](=O)[O-])Cl)C#N (4,7-dichloro-6-nitro-3-quinolinecarbonitrile), ClC=1C=C(N)C=CC1F (3-chloro-4-fluoroaniline), Cl.N1=CC=CC=C1 (pyridine hydrochloride). The solvent is CC(C)O (2-propanol). Yields the product ClC=1C=C(NC2=C(C=NC3=CC(=C(C=C23)[N+](=O)[O-])Cl)C#N)C=CC1F (4-(3-Chloro-4-fluoroanilino)-7-chloro-6-nitro-3-quinolinecarbonitrile). Isolated yield 74.9%. Reaction SMILES: Cl[C:2]1[C:11]2[C:6](=[CH:7][C:8]([Cl:15])=[C:9]([N+:12]([O-:14])=[O:13])[CH:10]=2)[N:5]=[CH:4][C:3]=1[C:16]#[N:17].[Cl:18][C:19]1[CH:20]=[C:21]([CH:23]=[CH:24][C:25]=1[F:26])[NH2:22].Cl.N1C=CC=CC=1>CC(O)C>[Cl:18][C:19]1[CH:20]=[C:21]([CH:23]=[CH:24][C:25]=1[F:26])[NH:22][C:2]1[C:11]2[C:6](=[CH:7][C:8]([Cl:15])=[C:9]([N+:12]([O-:14])=[O:13])[CH:10]=2)[N:5]=[CH:4][C:3]=1[C:16]#[N:17] |f:2.3|. Procedure: A stirred mixture of 4,7-dichloro-6-nitro-3-quinolinecarbonitrile (10.7 g, 40 mmol), 3-chloro-4-fluoroaniline (7.0 g, 48 mmol), pyridine hydrochloride (4.6 g, 40 mmol), and 200 ml of 2-propanol was heated to reflux temperature and maintained for 1 h. The 2-propanol was evaporated off, and the residue was stirred in water with potassium bicarbonate (pH˜8). The resulting solid was filtered, washed with water and 5:1 hexane-DCM, and dried. Recrystallization from EtOH gave 11.3 g of yellow solid, mp... The solvent is O1CCCC1.O (tetrahydrofuran water). Procedure: Lithium hydroxide monohydrate (16.68 g, 400 mmol) was added to a stirred solution of (1R)-1-[2-(3-methylphenyl)-2H-tetrazol-5-yl]ethyl acetate (46.6 g, 190 mmol) in tetrahydrofuran/water (1:1, 750 mL). After 3 hour reaction time the mixture was concentrated to half volume. Brine (100 mL) was added and the mixture was extracted with ethyl acetate (3×100 mL). The combined organic layer was dried over sodium sulfate, filtered and concentrated to give the title product (38.18 g, 99%). Yield: 98.4%. The reactants are O.[OH-].[Li+] (Lithium hydroxide monohydrate), C(C)(=O)O[C@H](C)C=1N=NN(N1)C1=CC(=CC=C1)C ((1R)-1-[2-(3-methylphenyl)-2H-tetrazol-5-yl]ethyl acetate). Reaction SMILES: O.[OH-].[Li+].C([O:7][C@@H:8]([C:10]1[N:11]=[N:12][N:13]([C:15]2[CH:20]=[CH:19][CH:18]=[C:17]([CH3:21])[CH:16]=2)[N:14]=1)[CH3:9])(=O)C>O1CCCC1.O>[CH3:21][C:17]1[CH:16]=[C:15]([N:13]2[N:12]=[N:11][C:10]([C@H:8]([OH:7])[CH3:9])=[N:14]2)[CH:20]=[CH:19][CH:18]=1 |f:0.1.2,4.5|. Yields the product CC=1C=C(C=CC1)N1N=C(N=N1)[C@@H](C)O ((1R)-1-[2-(3-Methylphenyl)-2H-tetrazol-5-yl]ethanol). Starting materials: COCC(=O)NC=1C=C(C=CC1)C1=NC2=CC=CC=C2C(=N1)NC=1C=C2C=NN(C2=CC1)C(=O)OC(C)(C)C (tert-butyl 5-(2-(3-(2-methoxyacetamido)phenyl)quinazolin-4-ylamino)-1H-indazole-1-carboxylate), C(=O)(C(F)(F)F)O (TFA), C(Cl)Cl (CH2Cl2). Product: N1N=CC2=CC(=CC=C12)NC1=NC(=NC2=CC=CC=C12)C=1C=C(C=CC1)NC(COC)=O.COCC(=O)Cl (2-methoxyacetyl chloride N-(3-(4-(1H-indazol-5-ylamino)quinazolin-2-yl)phenyl)-2-methoxyacetamide). RXN SMILES: [CH3:1][O:2][CH2:3][C:4]([NH:6][C:7]1[CH:8]=[C:9]([C:13]2[N:22]=[C:21]([NH:23][C:24]3[CH:25]=[C:26]4[C:30](=[CH:31][CH:32]=3)[N:29](C(OC(C)(C)C)=O)[N:28]=[CH:27]4)[C:20]3[C:15](=[CH:16][CH:17]=[CH:18][CH:19]=3)[N:14]=2)[CH:10]=[CH:11][CH:12]=1)=[O:5].C(O)(C(F)(F)F)=O.C(Cl)[Cl:48]>>[NH:29]1[C:30]2[C:26](=[CH:25][C:24]([NH:23][C:21]3[C:20]4[C:15](=[CH:16][CH:17]=[CH:18][CH:19]=4)[N:14]=[C:13]([C:9]4[CH:8]=[C:7]([NH:6][C:4](=[O:5])[CH2:3][O:2][CH3:1])[CH:12]=[CH:11][CH:10]=4)[N:22]=3)=[CH:32][CH:31]=2)[CH:27]=[N:28]1.[CH3:1][O:2][CH2:3][C:4]([Cl:48])=[O:5] |f:3.4|. Procedure details: To tert-butyl 5-(2-(3-(2-methoxyacetamido)phenyl)quinazolin-4-ylamino)-1H-indazole-1-carboxylate (95 mg, 0.18 mmol) was added a solution of 1:1 TFA:CH2Cl2 (2 mL) and stirred at RT for 2 h. The reaction mixture was concentrated in vacuo and the residue was triturated with ethyl ether to get a yellow solid. Product was purified using prep HPLC (method 25-50_70 mins) to afford 2-methoxyacetyl chloride N-(3-(4-(1H-indazol-5-ylamino)quinazolin-2-yl)phenyl)-2-methoxyacetamide. (45 mg, 59%) Reactants: N1CCCC1 (pyrrolidine), C(C)(C)(C)O (tert.butyl alcohol), C(Cl)C1CO1 (epichlorohydrin), [OH-].[Na+] (sodium hydroxide), ice. Reagents/catalysts: [Sn](Cl)(Cl)(Cl)Cl (Tin (IV) chloride). Run in O (water), xylenes. Conditions: temperature 50 celsius. Yields the product CC(C)(OCC(CN1CCCC1)O)C (1-[3-(1,1-Dimethylethoxy)-2-hydroxypropyl]pyrrolidine). Yield: 82.6%. Reaction SMILES: [C:1]([OH:5])([CH3:4])([CH3:3])[CH3:2].[CH2:6]([CH:8]1[O:10][CH2:9]1)Cl.[OH-].[Na+].[NH:13]1[CH2:17][CH2:16][CH2:15][CH2:14]1>O.[Sn](Cl)(Cl)(Cl)Cl>[CH3:2][C:1]([CH3:4])([O:5][CH2:6][CH:8]([OH:10])[CH2:9][N:13]1[CH2:17][CH2:16][CH2:15][CH2:14]1)[CH3:3] |f:2.3|. Procedure: A mixture of 100.0 g (1.35 m) of tert.butyl alcohol and 51.4 g (1.35 m) of epichlorohydrin in 240 ml of xylenes was stirred and heated to 50° C. Tin (IV) chloride (3.5 g; 1.6 ml; 0.031 m) was added all at once and the reaction mixture immediately exothermed to about 100° C. The reaction mixture was stirred at about 50° C. for 1.5 hrs then cooled to 5° C. while a mixture of 97 g of 50% sodium hydroxide solution and 195 g of ice was added followed by 115.1 g (1.62 m) of pyrrolidine. The reaction m... Starting materials: COCC(C[C@@H]1N(C(OC1)(C)C)C(=O)OC(C)(C)C)(C)C ((S)-tert-butyl 4-(3-methoxy-2,2-dimethylpropyl)-2,2-dimethyloxazolidine-3-carboxylate). Run in CC(=O)O (CH3COOH). Reaction conditions: temperature 55 celsius, time 2 hour. The product is OC[C@H](CC(COC)(C)C)NC(OC(C)(C)C)=O ((S)-tert-butyl 1-hydroxy-5-methoxy-4,4-dimethylpentan-2-ylcarbamate). Yield: 140.1%. RXN SMILES: [CH3:1][O:2][CH2:3][C:4]([CH3:21])([CH3:20])[CH2:5][C@H:6]1[CH2:10][O:9]C(C)(C)[N:7]1[C:13]([O:15][C:16]([CH3:19])([CH3:18])[CH3:17])=[O:14]>CC(O)=O>[OH:9][CH2:10][C@@H:6]([NH:7][C:13](=[O:14])[O:15][C:16]([CH3:19])([CH3:18])[CH3:17])[CH2:5][C:4]([CH3:21])([CH3:20])[CH2:3][O:2][CH3:1]. Procedure: (S)-tert-butyl 4-(3-methoxy-2,2-dimethylpropyl)-2,2-dimethyloxazolidine-3-carboxylate (6.4 g, 21.3 mmol) was dissolved in 70% CH3COOH. The solution was heated to 50-60° C. and stirred for 2 h. The reaction solution was evaporated to give (S)-tert-butyl 1-hydroxy-5-methoxy-4,4-dimethylpentan-2-ylcarbamate (7.8 g, 100%) as an oil that was used in the next step without further purification. 1H NMR (CDCl3, 400 MHz) δ3.69 (m, 3H), 3.32 (s, 3H), 3.01 (m, 2H), 2.11 (s, 7H), 1.48 (m, 10H), 1.23 (m, 22H)...